Dataset: the Open Reaction Database (ORD), a public repository of structured organic reaction records. Task: describe an organic reaction: reactants, conditions, products, and yield Procedure details: [4-((S)-3-Oxo-cyclopentyl)-phenyl]-carbamic acid benzyl ester (618 mg, 2 mmol, 1 equiv.) was dissolved in DCE (20 mL). To this solution was transferred a solution of 2-methylpyrrolidine (212 mg, 2.5 mmol, 1.25 equiv.) in 3 mL of DCE, followed by acetic acid (360 mg, 6 mmol, 3 equiv) in DCE (2 mL), then by addition of powder NaBH(OAc)3 (1.27 g, 6 mmol, 3 equiv.) in one portion under N2 at r.t. The yellowish milky solution was stirred at r.t. 24 h. The reaction was diluted with DCM (20 mL) and que... The solvent is C(Cl)Cl (DCM), ClCCCl (DCE), ClCCCl (DCE), ClCCCl (DCE). Yields the product C(C1=CC=CC=C1)OC(NC1=CC=C(C=C1)[C@@H]1CC(CC1)N1C(CCC1)C)=O ({4-[(S)-3-(2-Methyl-pyrrolidin-1-yl)-cyclopentyl]-phenyl}-carbamic acid benzyl ester). Isolated yield 80.6%. The reactants are CC1NCCC1 (2-methylpyrrolidine), [BH-](OC(=O)C)(OC(=O)C)OC(=O)C.[Na+] (NaBH(OAc)3), C(C1=CC=CC=C1)OC(NC1=CC=C(C=C1)[C@@H]1CC(CC1)=O)=O ([4-((S)-3-Oxo-cyclopentyl)-phenyl]-carbamic acid benzyl ester), C(C)(=O)O (acetic acid). RXN SMILES: [CH2:1]([O:8][C:9](=[O:23])[NH:10][C:11]1[CH:16]=[CH:15][C:14]([C@H:17]2[CH2:21][CH2:20][C:19](=O)[CH2:18]2)=[CH:13][CH:12]=1)[C:2]1[CH:7]=[CH:6][CH:5]=[CH:4][CH:3]=1.[CH3:24][CH:25]1[CH2:29][CH2:28][CH2:27][NH:26]1.C(O)(=O)C.[BH-](OC(C)=O)(OC(C)=O)OC(C)=O.[Na+]>ClCCCl.C(Cl)Cl>[CH2:1]([O:8][C:9](=[O:23])[NH:10][C:11]1[CH:16]=[CH:15][C:14]([C@H:17]2[CH2:21][CH2:20][CH:19]([N:26]3[CH2:27][CH2:28][CH2:29][CH:25]3[CH3:24])[CH2:18]2)=[CH:13][CH:12]=1)[C:2]1[CH:7]=[CH:6][CH:5]=[CH:4][CH:3]=1 |f:3.4|.